From a dataset of the Open Reaction Database (ORD), a public repository of structured organic reaction records. describe an organic reaction: reactants, conditions, products, and yield The reactants are COC(=O)C(CCC(=O)O)NC(=O)OC(C)(C)C, ClCCCl, COCC1CCCN1, ClCCl, O, On1nnc2ccccc21. Product: COCC1CCCN1C(=O)CCC(NC(=O)OC(C)(C)C)C(=O)OC. RXN SMILES: [C:1]([CH3:2])([CH3:3])([CH3:4])[O:5][C:6](=[O:7])[NH:8][CH:9]([CH2:10][CH2:11][C:12](=[O:13])[OH:14])[C:15](=[O:16])[O:17][CH3:18].[CH2:38]([Cl:39])[CH2:40][Cl:41].[CH3:19][O:20][CH2:21][CH:22]1[NH:23][CH2:24][CH2:25][CH2:26]1.[Cl:42][CH2:43][Cl:44].[OH2:27].[OH:28][n:29]1[c:30]2[cH:31][cH:32][cH:33][cH:34][c:35]2[n:36][n:37]1>>[C:1]([CH3:2])([CH3:3])([CH3:4])[O:5][C:6](=[O:7])[NH:8][CH:9]([CH2:10][CH2:11][C:12](=[O:14])[N:23]1[CH:22]([CH2:21][O:20][CH3:19])[CH2:26][CH2:25][CH2:24]1)[C:15](=[O:16])[O:17][CH3:18]. Starting materials: O=C1NC2CCCCC2NC(CN(CCNC1)CCO)=O (3,10-dioxo-8-(2'-hydroxyethyl)-2,5,8,11-tetraaza-bicyclo[10,4,0]hexadecane), O (Water), B.C1CCOC1 (BH3.THF), solution, B.C1CCOC1 (BH3.THF). The solvent is O1CCCC1 (tetrahydrofuran). Product: OCCN1CCNCCNC2CCCCC2NCC1 (8-(2'-hydroxyethyl)-2,5,8,11-tetraazabicyclo[10,4,0]hexadecane). As a reaction SMILES: O=[C:2]1[CH2:17][NH:16][CH2:15][CH2:14][N:13]([CH2:18][CH2:19][OH:20])[CH2:12][C:11](=O)[NH:10][CH:9]2[CH:4]([CH2:5][CH2:6][CH2:7][CH2:8]2)[NH:3]1.B.C1COCC1.O>O1CCCC1>[OH:20][CH2:19][CH2:18][N:13]1[CH2:12][CH2:11][NH:10][CH:9]2[CH:4]([CH2:5][CH2:6][CH2:7][CH2:8]2)[NH:3][CH2:2][CH2:17][NH:16][CH2:15][CH2:14]1 |f:1.2|. Procedure: Into a dry flask under nitrogen was placed 3.00 g. (10 mmol.) of compound (A) and 100 ml. of a 1M solution of BH3.THF in anhydrous tetrahydrofuran. The reaction mixture was refluxed for 12 hours. Water was added dropwise until no reaction was taking place with the excess of BH3.THF. The solvent was stripped off on a rotary evaporator after addition of a few ml. of methanol to avoid excessive foaming. The solid residue was treated with about 10 ml. of a concentrated solution of LiOF.H2O until the... Yields the product ClC1=C(C(=CC=C1)Cl)C(=O)N[C@@H](CC1=CC=C(C=C1)C=1C(N(C(N(C1C)C)=O)C)=O)C(=O)O (N-[(2,6-dichlorophenyl)carbonyl]-4-(1,3,6-trimethyl-2,4-dioxo-5-pyrimidinyl)-L-phenylalanine). As a reaction SMILES: C[O:2][C:3](=[O:34])[C@H:4]([CH2:16][C:17]1[CH:22]=[CH:21][C:20]([C:23]2[C:24](=[O:33])[N:25]([CH3:32])[C:26](=[O:31])[N:27]([CH3:30])[C:28]=2[CH3:29])=[CH:19][CH:18]=1)[NH:5][C:6]([C:8]1[C:13]([Cl:14])=[CH:12][CH:11]=[CH:10][C:9]=1[Cl:15])=[O:7].[OH-].[Na+]>C(O)C>[Cl:14][C:13]1[CH:12]=[CH:11][CH:10]=[C:9]([Cl:15])[C:8]=1[C:6]([NH:5][C@H:4]([C:3]([OH:34])=[O:2])[CH2:16][C:17]1[CH:18]=[CH:19][C:20]([C:23]2[C:24](=[O:33])[N:25]([CH3:32])[C:26](=[O:31])[N:27]([CH3:30])[C:28]=2[CH3:29])=[CH:21][CH:22]=1)=[O:7] |f:1.2|. Procedure: To a suspension of N-[(2,6-dichlorophenyl)carbonyl]-4-(1,3,6-trimethyl-2,4-dioxo-5-pyrimidinyl)-L-phenylalanine methyl ester (2.2 mmol, 1.11 g) in ethanol (12 mL) was added aqueous 1.0 N sodium hydroxide (8.8 mL) at room temperature. The mixture was heated to 45-50° C. and the resulting clear solution was stirred for approximately 2 h. The ethanol was removed under reduced pressure and the residue was diluted with water (50 mL) and NaOH (5 mL, 1.0N) to dissolve the sodium salt. The aqueous solut... Reaction conditions: temperature 47.5 celsius, time 2 hour. The yield is 89.9%. The reactants are COC([C@@H](NC(=O)C1=C(C=CC=C1Cl)Cl)CC1=CC=C(C=C1)C=1C(N(C(N(C1C)C)=O)C)=O)=O (N-[(2,6-dichlorophenyl)carbonyl]-4-(1,3,6-trimethyl-2,4-dioxo-5-pyrimidinyl)-L-phenylalanine methyl ester), [OH-].[Na+] (sodium hydroxide). Run in C(C)O (ethanol). Reactants: [BH4-], CCO, O=C(CCCN1CCN(CCOC(c2ccc(F)cc2)c2ccc(F)cc2)CC1)c1cccs1, [Na+]. Product: OC(CCCN1CCN(CCOC(c2ccc(F)cc2)c2ccc(F)cc2)CC1)c1cccs1. RXN SMILES: [BH4-:1].[CH3:37][CH2:38][OH:39].[F:3][c:4]1[cH:5][cH:6][c:7]([CH:10]([O:11][CH2:12][CH2:13][N:14]2[CH2:15][CH2:16][N:17]([CH2:20][CH2:21][CH2:22][C:23]([c:24]3[s:25][cH:26][cH:27][cH:28]3)=[O:29])[CH2:18][CH2:19]2)[c:30]2[cH:31][cH:32][c:33]([F:36])[cH:34][cH:35]2)[cH:8][cH:9]1.[Na+:2]>>[F:3][c:4]1[cH:5][cH:6][c:7]([CH:10]([O:11][CH2:12][CH2:13][N:14]2[CH2:15][CH2:16][N:17]([CH2:20][CH2:21][CH2:22][CH:23]([c:24]3[s:25][cH:26][cH:27][cH:28]3)[OH:29])[CH2:18][CH2:19]2)[c:30]2[cH:31][cH:32][c:33]([F:36])[cH:34][cH:35]2)[cH:8][cH:9]1. Starting materials: C([O-])(O)=O.[Na+] (sodium bicarbonate), C(C)OC(C1=CC=C(C=C1)N1C=C(C(=C1)C1=CC(=CC=C1)COCC1=CC=CC=C1)C#N)=O (4-[3-cyano-4-(3-benzyloxymethylphenyl)pyrrole-1-yl]benzoic acid ethyl ester), carboxylic acid. Solvent: O1CCCC1 (tetrahydrofuran), O1CCCC1 (tetrahydrofuran). Conditions: time 2 hour. Product: 3-Cyano-5-[1-(4-ethoxycarbonylphenyl)-1H-purrole-3-yl]benzoic acid, C(C)OC(C1=CC=C(C=C1)N1C=C(C(=C1)C1=CC(=CC=C1)CO)C#N)=O (4-[3-Cyano-4-(3-hydroxymethylphenyl)pyrrole-1-yl]benzoic acid ethyl ester). As a reaction SMILES: [CH2:1]([O:3][C:4](=[O:33])[C:5]1[CH:10]=[CH:9][C:8]([N:11]2[CH:15]=[C:14]([C:16]3[CH:21]=[CH:20][CH:19]=[C:18]([CH2:22][O:23]CC4C=CC=CC=4)[CH:17]=3)[C:13]([C:31]#[N:32])=[CH:12]2)=[CH:7][CH:6]=1)[CH3:2].C(=O)(O)[O-].[Na+]>O1CCCC1>[CH2:1]([O:3][C:4](=[O:33])[C:5]1[CH:10]=[CH:9][C:8]([N:11]2[CH:15]=[C:14]([C:16]3[CH:21]=[CH:20][CH:19]=[C:18]([CH2:22][OH:23])[CH:17]=3)[C:13]([C:31]#[N:32])=[CH:12]2)=[CH:7][CH:6]=1)[CH3:2] |f:1.2|. Procedure: 3-Cyano-5-[1-(4-ethoxycarbonylphenyl)-1H-purrole-3-yl]benzoic acid was prepared in a similar manner to that described in Example 10 using 4-[3-cyano-4-(3-benzyloxymethylphenyl)pyrrole-1-yl]benzoic acid ethyl ester. To a solution of the obtained carboxylic acid (1.0 g) in tetrahydrofuran (30 mL) was added boran-tetrahydrofuran complex (1.2 mol/L tetrahydrofuran solution, 3.75 mL) at 0° C., and this mixture was stirred at room temperature for 2 hours. To this reaction mixture was added saturated a...